Dataset: the Open Reaction Database (ORD), a public repository of structured organic reaction records. Task: describe an organic reaction: reactants, conditions, products, and yield The product is C(C)C1=CC2=C(C(C3=C(CC2)C=CC=C3)=O)C=C1 (2-Ethyl-10,11-dihydro-5H-dibenzo[a,d]cyclohepten-5-one). Run at temperature 130 celsius. Reagents/catalysts: C=1C=CC(=CC1)[P](C=2C=CC=CC2)(C=3C=CC=CC3)[Pd]([P](C=4C=CC=CC4)(C=5C=CC=CC5)C=6C=CC=CC6)([P](C=7C=CC=CC7)(C=8C=CC=CC8)C=9C=CC=CC9)[P](C=1C=CC=CC1)(C=1C=CC=CC1)C=1C=CC=CC1 (tetrakis(triphenylphosphine)palladium(0)). Reaction SMILES: Br[C:2]1[CH:17]=[CH:16][C:5]2[C:6](=[O:15])[C:7]3[CH:14]=[CH:13][CH:12]=[CH:11][C:8]=3[CH2:9][CH2:10][C:4]=2[CH:3]=1.[CH2:18]([Sn](CC)(CC)CC)[CH3:19]>CN(C)C=O.C1C=CC([P]([Pd]([P](C2C=CC=CC=2)(C2C=CC=CC=2)C2C=CC=CC=2)([P](C2C=CC=CC=2)(C2C=CC=CC=2)C2C=CC=CC=2)[P](C2C=CC=CC=2)(C2C=CC=CC=2)C2C=CC=CC=2)(C2C=CC=CC=2)C2C=CC=CC=2)=CC=1>[CH2:18]([C:2]1[CH:17]=[CH:16][C:5]2[C:6](=[O:15])[C:7]3[CH:14]=[CH:13][CH:12]=[CH:11][C:8]=3[CH2:9][CH2:10][C:4]=2[CH:3]=1)[CH3:19] |^1:35,37,56,75|. The solvent is CN(C=O)C (dimethylformamide). Reactants: BrC1=CC2=C(C(C3=C(CC2)C=CC=C3)=O)C=C1 (2-Bromo-10,11-dihydro-5H-dibenzo[a,d]cyclohepten-5-one), C(C)[Sn](CC)(CC)CC (tetraethyl tin). Procedure details: A mixture of the product from step (iv) (1.52 g), tetraethyl tin (10.4 ml) and tetrakis(triphenylphosphine)palladium(0) (100 mg) in dimethylformamide (20 ml) was heated at 130° C. for 48 hours. The mixture was evaporated and the residue purified by chromatography eluting with isohexane then 50% toluene in isohexane then toluene. Yield 0.88 g. Reactants: C(C)(C)O (isopropanol), S1C=C(C=C1)C=CCCl (3-(3-thienyl)allyl chloride), NC=1SC=2CCNCCC2N1 (2-amino-4,5,7,8-tetrahydro-6H- thiazolo[5,4-d]azepine), C([O-])([O-])=O.[K+].[K+] (potassium carbonate). Solvent: C(Cl)(Cl)Cl (chloroform). Product: NC=1SC=2CCN(CCC2N1)CC=CC1=CSC=C1 (2-Amino-6-(3-(3-thienyl)allyl)-4,5,7,8-tetrahydro-6H-thiazolo[5,4-d]azepin). The yield is 8.0%. As a reaction SMILES: [S:1]1[CH:5]=[CH:4][C:3]([CH:6]=[CH:7][CH2:8]Cl)=[CH:2]1.[NH2:10][C:11]1[S:12][C:13]2[CH2:14][CH2:15][NH:16][CH2:17][CH2:18][C:19]=2[N:20]=1.C(=O)([O-])[O-].[K+].[K+].C(O)(C)C>C(Cl)(Cl)Cl>[NH2:10][C:11]1[S:12][C:13]2[CH2:14][CH2:15][N:16]([CH2:8][CH:7]=[CH:6][C:3]3[CH:4]=[CH:5][S:1][CH:2]=3)[CH2:17][CH2:18][C:19]=2[N:20]=1 |f:2.3.4|. Procedure details: Prepared from 3-(3-thienyl)allyl chloride and 1 equivalent of 2-amino-4,5,7,8-tetrahydro-6H- thiazolo[5,4-d]azepine in chloroform in the presence of I equivalent of potassium carbonate. Yield: 8% of theory, Melting point: 128°-132° C. (isopropanol). The reactants are CC1(C=2C=CC(=CC2C(=CC1)C=1SC=CN1)C#CC1=C(C(=O)O)C=CC=C1)C ((5,6-dihydro-5,5-dimethyl-8-(2-thiazolyl)-2-naphthalenyl)ethynylbenzoic acid), CC1(C=2C=CC(=CC2C(=CC1)C=1SC=CN1)C#CC1=C(C(=O)O)C=CC=C1)C ((5,6-dihydro-5,5-dimethyl-8-(2-thiazolyl)-2-naphthalenyl)ethynylbenzoic acid), CC1(C=2C=CC(=CC2C(=CC1)C1=CC=CC=C1)C#CC1=CC=C(C(=O)OCC)C=C1)C (ethyl 4-[(5,6- dihydro-5,5-dimethyl-8-phenyl-2-naphthalenyl)ethynyl]benzoate), CC1(C=2C=CC(=CC2C(=CC1)C1=CC=CC=C1)C#CC1=CC=C(C(=O)OCC)C=C1)C (ethyl 4-[(5,6- dihydro-5,5-dimethyl-8-phenyl-2-naphthalenyl)ethynyl]benzoate). Product: CC1(C=2C=CC(=CC2C(=CC1)C1=CC=CC=C1)C#CC1=CC=C(C(=O)O)C=C1)C (4-[(5,6-dihydro-5,5-dimethyl-8-phenyl-2-naphthalenyl)ethynyl]benzoic acid). As a reaction SMILES: CC1(C)CC=C(C2SC=CN=2)C2C=C(C#CC3C=CC=CC=3C(O)=O)C=CC1=2.[CH3:29][C:30]1([CH3:59])[CH2:39][CH:38]=[C:37]([C:40]2[CH:45]=[CH:44][CH:43]=[CH:42][CH:41]=2)[C:36]2[CH:35]=[C:34]([C:46]#[C:47][C:48]3[CH:58]=[CH:57][C:51]([C:52]([O:54]CC)=[O:53])=[CH:50][CH:49]=3)[CH:33]=[CH:32][C:31]1=2>>[CH3:29][C:30]1([CH3:59])[CH2:39][CH:38]=[C:37]([C:40]2[CH:45]=[CH:44][CH:43]=[CH:42][CH:41]=2)[C:36]2[CH:35]=[C:34]([C:46]#[C:47][C:48]3[CH:49]=[CH:50][C:51]([C:52]([OH:54])=[O:53])=[CH:57][CH:58]=3)[CH:33]=[CH:32][C:31]1=2. Reported procedure: Employing the same general procedure as for the preparation of 4-[(5,6-dihydro-5,5-dimethyl-8-(2- thiazolyl)-2-naphthalenyl)ethynyl]benzoic acid (Compound 30a), 27.0 mg (0.07 mmol) of ethyl 4-[(5,6- dihydro-5,5-dimethyl-8-phenyl-2-naphthalenyl)ethynyl]benzoate (Compound 1a) was converted into the title compound (colorless solid) using 5.9 mg (0.14 mmol) of LiOH in H2O. PMR (d6-DMSO): δ 1.31 (6H, s), 2.35 (2H, d, J=4.5 Hz), 6.05 (1H, t, J=J=J=4.5 Hz), 7.00 (1H, s), 7.33 (2H, d, J=6.2 Hz), 7.44 (4... Reactants: FC=1C=C(C=CC1)C(=O)C1=CC=C(C=C1)O ((3-fluorophenyl)(4-hydroxyphenyl)methanone), [I-].[K+] (potassium iodide), II (iodine). Yields the product FC=1C=C(C=CC1)C(=O)C1=CC(=C(C=C1)O)I ((3-fluorophenyl)(4-hydroxy-3-iodophenyl)methanone). Reaction SMILES: [F:1][C:2]1[CH:3]=[C:4]([C:8]([C:10]2[CH:15]=[CH:14][C:13]([OH:16])=[CH:12][CH:11]=2)=[O:9])[CH:5]=[CH:6][CH:7]=1.[I-:17].[K+].II>>[F:1][C:2]1[CH:3]=[C:4]([C:8]([C:10]2[CH:11]=[CH:12][C:13]([OH:16])=[C:14]([I:17])[CH:15]=2)=[O:9])[CH:5]=[CH:6][CH:7]=1 |f:1.2|. Reported procedure: The product from Example 69A, potassium iodide and iodine were processed as described in Example 68A to provide the title compound. 1HNMR (300 MHz, CD3OD) δ 6.92 (d, 1H, J=8.9 Hz), 7.31-7.59 (m, 4H), 7.67 (d, 1H, J=8.9 Hz), 8.18 (s, 1H); MS (DCI) m/z 343 (M+H)+, 360 (M+NH4)+. Starting materials: N1=NC(=CC=C1)CNCCN (N-(3-pyridazinylmethyl)ethylenediamine), CSC(N[N+](=O)[O-])=N (S-methyl-N-nitroisothiourea). Yields the product [N+](=O)([O-])NC(=N)NCCNCC=1N=NC=CC1 (N-nitro-N'-[2-(3-pyridazinylmethylamino)ethyl]guanidine). RXN SMILES: [N:1]1[CH:6]=[CH:5][CH:4]=[C:3]([CH2:7][NH:8][CH2:9][CH2:10][NH2:11])[N:2]=1.CS[C:14](=[NH:19])[NH:15][N+:16]([O-:18])=[O:17]>>[N+:16]([NH:15][C:14]([NH:11][CH2:10][CH2:9][NH:8][CH2:7][C:3]1[N:2]=[N:1][CH:6]=[CH:5][CH:4]=1)=[NH:19])([O-:18])=[O:17]. Procedure: Reacting N-(3-pyridazinylmethyl)ethylenediamine with S-methyl-N-nitroisothiourea by the procedure of Example 2(ii) give N-nitro-N'-[2-(3-pyridazinylmethylamino)ethyl]guanidine. Treatment with hydrobromic acid gives the hydrobromide salt. Reactants: CCO, COC(=O)CN1CCn2nccc21, [NH4+]. Yields the product NC(=O)CN1CCn2nccc21. RXN SMILES: [CH3:15][CH2:16][OH:17].[CH3:1][O:2][C:3](=[O:4])[CH2:5][N:6]1[CH2:7][CH2:8][n:9]2[n:10][cH:11][cH:12][c:13]21.[NH4+:14]>>[O:2]=[C:3]([CH2:5][N:6]1[CH2:7][CH2:8][n:9]2[n:10][cH:11][cH:12][c:13]21)[NH2:14]. Starting materials: Cc1c(F)cc(C(=O)NC2CC2)cc1-n1ccnc(NC2(c3ccccc3OCCCl)CC2)c1=O, NCCO, C1COCCO1. Product: Cc1c(F)cc(C(=O)NC2CC2)cc1-n1ccnc(NC2(c3ccccc3OCCNCCO)CC2)c1=O. As a reaction SMILES: [Cl:1][CH2:2][CH2:3][O:4][c:5]1[c:6]([C:11]2([NH:14][c:15]3[c:16](=[O:35])[n:17](-[c:21]4[cH:22][c:23]([C:24](=[O:25])[NH:26][CH:27]5[CH2:28][CH2:29]5)[cH:30][c:31]([F:34])[c:32]4[CH3:33])[cH:18][cH:19][n:20]3)[CH2:12][CH2:13]2)[cH:7][cH:8][cH:9][cH:10]1.[NH2:36][CH2:37][CH2:38][OH:39].[O:40]1[CH2:41][CH2:42][O:43][CH2:44][CH2:45]1>>[CH2:2]([CH2:3][O:4][c:5]1[c:6]([C:11]2([NH:14][c:15]3[c:16](=[O:35])[n:17](-[c:21]4[cH:22][c:23]([C:24](=[O:25])[NH:26][CH:27]5[CH2:28][CH2:29]5)[cH:30][c:31]([F:34])[c:32]4[CH3:33])[cH:18][cH:19][n:20]3)[CH2:12][CH2:13]2)[cH:7][cH:8][cH:9][cH:10]1)[NH:36][CH2:37][CH2:38][OH:39]. Reactants: FC(C1=NN=C(S1)N1C(N(CCC1O)C)=O)(F)F (Tetrahydro-1-(5-trifluoromethyl-1,3,4-thiadiazol-2-yl)-3-methyl-6-hydroxy-2(1H)-pyrimidinone), ClC(=O)OC1=CC=CC=C1 (phenyl chloroformate). The solvent is N1=CC=CC=C1 (pyridine), N1=CC=CC=C1 (pyridine). Reaction conditions: time 15 minute. Product: FC(C1=NN=C(S1)N1C(N(CCC1OC(=O)OC1=CC=CC=C1)C)=O)(F)F (tetrahydro-1-(5-trifluoromethyl-1,3,4-thiadiazol-2-yl)-3-methyl-6-phenoxycarbonyloxy-2(1H)-pyrimidinone). Reaction SMILES: [F:1][C:2]([F:18])([F:17])[C:3]1[S:7][C:6]([N:8]2[CH:13]([OH:14])[CH2:12][CH2:11][N:10]([CH3:15])[C:9]2=[O:16])=[N:5][N:4]=1.Cl[C:20]([O:22][C:23]1[CH:28]=[CH:27][CH:26]=[CH:25][CH:24]=1)=[O:21]>N1C=CC=CC=1>[F:18][C:2]([F:1])([F:17])[C:3]1[S:7][C:6]([N:8]2[CH:13]([O:14][C:20]([O:22][C:23]3[CH:28]=[CH:27][CH:26]=[CH:25][CH:24]=3)=[O:21])[CH2:12][CH2:11][N:10]([CH3:15])[C:9]2=[O:16])=[N:5][N:4]=1. Procedure details: Tetrahydro-1-(5-trifluoromethyl-1,3,4-thiadiazol-2-yl)-3-methyl-6-hydroxy-2(1H)-pyrimidinone (0.05 mole) dissolved in pyridine (80 ml) is charged into a glass reaction vessel equipped with a mechanical stirrer and thermometer. The solution is cooled to a temperature of about 10° C and phenyl chloroformate (0.06 mole) dissolved in pyridine (25 ml) is slowly added with stirring over a period of about 15 minutes. After the addition is completed, the reaction mixture is warmed to room temperature an... Reactants: C(C)(C)(C)OC(=O)N1CCC(CC1)NC=1C=CC(=NC1)NC=1SC=C(N1)SC1=CC(=NC=C1)C(=O)OC (Methyl 4-(2-(5-(1-(tert-butoxycarbonyl)piperidin-4-ylamino)pyridin-2-ylamino)thiazol-4-ylthio)picolinate), [OH-].[Na+] (sodium hydroxide), [Cl-].[NH4+] (ammonium chloride). The solvent is C1CCOC1 (THF). Run at time 30 minute. The product is C(C)(C)(C)OC(=O)N1CCC(CC1)NC=1C=CC(=NC1)NC=1SC=C(N1)SC1=CC(=NC=C1)C(=O)O (4-(2-(5-(1-(tert-butoxycarbonyl)piperidin-4-ylamino)pyridin-2-ylamino)thiazol-4-ylthio)picolinic acid). Isolated yield 99.6%. As a reaction SMILES: [C:1]([O:5][C:6]([N:8]1[CH2:13][CH2:12][CH:11]([NH:14][C:15]2[CH:16]=[CH:17][C:18]([NH:21][C:22]3[S:23][CH:24]=[C:25]([S:27][C:28]4[CH:33]=[CH:32][N:31]=[C:30]([C:34]([O:36]C)=[O:35])[CH:29]=4)[N:26]=3)=[N:19][CH:20]=2)[CH2:10][CH2:9]1)=[O:7])([CH3:4])([CH3:3])[CH3:2].[OH-].[Na+].[Cl-].[NH4+]>C1COCC1>[C:1]([O:5][C:6]([N:8]1[CH2:9][CH2:10][CH:11]([NH:14][C:15]2[CH:16]=[CH:17][C:18]([NH:21][C:22]3[S:23][CH:24]=[C:25]([S:27][C:28]4[CH:33]=[CH:32][N:31]=[C:30]([C:34]([OH:36])=[O:35])[CH:29]=4)[N:26]=3)=[N:19][CH:20]=2)[CH2:12][CH2:13]1)=[O:7])([CH3:4])([CH3:2])[CH3:3] |f:1.2,3.4|. Reported procedure: Methyl 4-(2-(5-(1-(tert-butoxycarbonyl)piperidin-4-ylamino)pyridin-2-ylamino)thiazol-4-ylthio)picolinate (0.33 g, 0.608 mmol) in THF (5 mL) was treated with sodium hydroxide (1M, 2.4 mL, 2.4 mmol) at room temperature. The mixture was stirred for 30 minutes, then saturated ammonium chloride (20 mL) was added and the THF was evaporated. The solid was filtered to give the title material as a solid (0.32 g, 97%) which was used as is. LCMS (M+H)+: 529. HPLC ret. time (Condition A): 1.327 min.